The task is: describe an organic reaction: reactants, conditions, products, and yield. This data is from the Open Reaction Database (ORD), a public repository of structured organic reaction records. Starting materials: CCCCCCCCOc1ccc(-c2ncc(Br)cc2F)cc1, CCCCCCCCOc1ccc(B(O)O)cc1, CCO, Cc1ccccc1, [Na+], [Na+], O=C([O-])[O-], O, c1ccc(P(c2ccccc2)(c2ccccc2)[Pd](P(c2ccccc2)(c2ccccc2)c2ccccc2)(P(c2ccccc2)(c2ccccc2)c2ccccc2)P(c2ccccc2)(c2ccccc2)c2ccccc2)cc1. Product: CCCCCCCCOc1ccc(-c2cnc(-c3ccc(OCCCCCCCC)cc3)c(F)c2)cc1. Reaction SMILES: [Br:1][c:2]1[cH:3][c:4]([F:23])[c:5](-[c:8]2[cH:9][cH:10][c:11]([O:14][CH2:15][CH2:16][CH2:17][CH2:18][CH2:19][CH2:20][CH2:21][CH3:22])[cH:12][cH:13]2)[n:6][cH:7]1.[CH2:24]([CH2:25][CH2:26][CH2:27][CH2:28][CH2:29][CH2:30][CH3:31])[O:32][c:33]1[cH:34][cH:35][c:36]([B:39]([OH:40])[OH:41])[cH:37][cH:38]1.[CH3:48][CH2:49][OH:50].[CH3:51][c:52]1[cH:53][cH:54][cH:55][cH:56][cH:57]1.[Na+:42].[Na+:43].[O-:44][C:45](=[O:46])[O-:47].[OH2:135].[cH:58]1[cH:59][cH:60][c:61]([P:62]([Pd:63]([P:64]([c:65]2[cH:66][cH:67][cH:68][cH:69][cH:70]2)([c:71]2[cH:72][cH:73][cH:74][cH:75][cH:76]2)[c:77]2[cH:78][cH:79][cH:80][cH:81][cH:82]2)([P:83]([c:84]2[cH:85][cH:86][cH:87][cH:88][cH:89]2)([c:90]2[cH:91][cH:92][cH:93][cH:94][cH:95]2)[c:96]2[cH:97][cH:98][cH:99][cH:100][cH:101]2)[P:102]([c:103]2[cH:104][cH:105][cH:106][cH:107][cH:108]2)([c:109]2[cH:110][cH:111][cH:112][cH:113][cH:114]2)[c:115]2[cH:116][cH:117][cH:118][cH:119][cH:120]2)([c:121]2[cH:122][cH:123][cH:124][cH:125][cH:126]2)[c:127]2[cH:128][cH:129][cH:130][cH:131][cH:132]2)[cH:133][cH:134]1>>[c:2]1(-[c:36]2[cH:35][cH:34][c:33]([O:32][CH2:24][CH2:25][CH2:26][CH2:27][CH2:28][CH2:29][CH2:30][CH3:31])[cH:38][cH:37]2)[cH:3][c:4]([F:23])[c:5](-[c:8]2[cH:9][cH:10][c:11]([O:14][CH2:15][CH2:16][CH2:17][CH2:18][CH2:19][CH2:20][CH2:21][CH3:22])[cH:12][cH:13]2)[n:6][cH:7]1. Starting materials: O=C(Cl)c1ccccc1, CCOC(C)=O, O=c1cc(-c2ccccc2)n(COCCO)c(=S)[nH]1, c1ccncc1. Product: O=C(OCCOCn1c(-c2ccccc2)cc(=O)[nH]c1=S)c1ccccc1. Reaction SMILES: [C:20]([c:21]1[cH:22][cH:23][cH:24][cH:25][cH:26]1)(=[O:27])[Cl:28].[CH3:29][CH2:30][O:31][C:32](=[O:33])[CH3:34].[OH:1][CH2:2][CH2:3][O:4][CH2:5][n:6]1[c:7](=[S:8])[nH:9][c:10](=[O:11])[cH:12][c:13]1-[c:14]1[cH:15][cH:16][cH:17][cH:18][cH:19]1.[cH:35]1[cH:36][cH:37][n:38][cH:39][cH:40]1>>[O:1]([CH2:2][CH2:3][O:4][CH2:5][n:6]1[c:7](=[S:8])[nH:9][c:10](=[O:11])[cH:12][c:13]1-[c:14]1[cH:15][cH:16][cH:17][cH:18][cH:19]1)[C:20]([c:21]1[cH:22][cH:23][cH:24][cH:25][cH:26]1)=[O:27].